From a dataset of the Open Reaction Database (ORD), a public repository of structured organic reaction records. describe an organic reaction: reactants, conditions, products, and yield Reactants: C(C)(=O)O[BH-](OC(C)=O)OC(C)=O.[Na+] (sodium triacetoxyborohydride), N1N=CC2=CC(=CC=C12)NC1CCC(CC1)=O (4-(1H-5-Indazolylamino)-1-cyclohexanone), N1N=CC2=CC(=CC=C12)NC1CCC(CC1)=O (4-(1H-5-Indazolylamino)-1-cyclohexanone), C1(=CC=CC=C1)C(C)N (1-phenylethylamine), Cl.CO (Hydrochloric acid methanol). Run in CO (methanol). Run at time 18 hour. Yields the product N1N=CC2=CC(=CC=C12)NC1CCC(CC1)NC(C)C1=CC=CC=C1 (N1-(1H-5-Indazolyl)-N4-(1-phenylethyl)-1,4-cyclohexanediamine). Yield: 24.1%. As a reaction SMILES: [NH:1]1[C:9]2[C:4](=[CH:5][C:6]([NH:10][CH:11]3[CH2:16][CH2:15][C:14](=O)[CH2:13][CH2:12]3)=[CH:7][CH:8]=2)[CH:3]=[N:2]1.[C:18]1([CH:24]([NH2:26])[CH3:25])[CH:23]=[CH:22][CH:21]=[CH:20][CH:19]=1.C(O[BH-](OC(=O)C)OC(=O)C)(=O)C.[Na+].Cl.CO>CO>[NH:1]1[C:9]2[C:4](=[CH:5][C:6]([NH:10][CH:11]3[CH2:16][CH2:15][CH:14]([NH:26][CH:24]([C:18]4[CH:23]=[CH:22][CH:21]=[CH:20][CH:19]=4)[CH3:25])[CH2:13][CH2:12]3)=[CH:7][CH:8]=2)[CH:3]=[N:2]1 |f:2.3,4.5|. Reported procedure: 4-(1H-5-Indazolylamino)-1-cyclohexanone (intermediate 3) (57 mg) and 1-phenylethylamine (61 mg) were dissolved in methanol (1 ml), and sodium triacetoxyborohydride (105 mg) was added by portions at room temperature. The reaction mixture was stirred at room temperature for 18 hr. Hydrochloric acid-methanol was then added thereto, and the mixture was stirred and was then concentrated. The residue was purified by HPLC [0.5% aqueous trifluoroacetic acid solution/acetonitrile]. A saturated aqueous so...